Dataset: the Open Reaction Database (ORD), a public repository of structured organic reaction records. Task: describe an organic reaction: reactants, conditions, products, and yield Starting materials: O=C(O)c1ccc2cncn2c1Nc1ccc(Br)cc1F, CCN=C=NCCCN(C)C, C=COCCON, CCN(C(C)C)C(C)C, Cl, CN(C)C=O, On1nnc2ccccc21. The product is C=COCCONC(=O)c1ccc2cncn2c1Nc1ccc(Br)cc1F. As a reaction SMILES: [Br:1][c:2]1[cH:3][c:4]([F:21])[c:5]([NH:8][c:9]2[c:10]([C:18](=[O:19])[OH:20])[cH:11][cH:12][c:13]3[n:14]2[cH:15][n:16][cH:17]3)[cH:6][cH:7]1.[CH3:29][CH2:30][N:31]=[C:32]=[N:33][CH2:34][CH2:35][CH2:36][N:37]([CH3:38])[CH3:39].[CH:22](=[CH2:23])[O:24][CH2:25][CH2:26][O:27][NH2:28].[CH:51]([N:52]([CH2:53][CH3:54])[CH:55]([CH3:56])[CH3:57])([CH3:58])[CH3:59].[ClH:40].[O:60]=[CH:61][N:62]([CH3:63])[CH3:64].[OH:41][n:42]1[c:43]2[c:44]([cH:45][cH:46][cH:47][cH:48]2)[n:49][n:50]1>>[Br:1][c:2]1[cH:3][c:4]([F:21])[c:5]([NH:8][c:9]2[c:10]([C:18](=[O:20])[NH:28][O:27][CH2:26][CH2:25][O:24][CH:22]=[CH2:23])[cH:11][cH:12][c:13]3[n:14]2[cH:15][n:16][cH:17]3)[cH:6][cH:7]1. Reactants: N1C(NCCC1)=O (tetrahydropyrimidinone), CC(C)([O-])C.[K+] (potassium tert-butoxide), FC1=C(C=C(C=C1)[N+](=O)[O-])C(C)C (1-fluoro-2-isopropyl-4-nitrobenzene). Solvent: CS(=O)C (DMSO), O (water). Run at time 45 minute. Yields the product C(C)(C)C1=C(C=CC(=C1)[N+](=O)[O-])N1C(NCCC1)=O (1-(2-Isopropyl-4-nitrophenyl)tetrahydropyrimidin-2(1H)-one). RXN SMILES: [NH:1]1[CH2:6][CH2:5][CH2:4][NH:3][C:2]1=[O:7].CC(C)([O-])C.[K+].F[C:15]1[CH:20]=[CH:19][C:18]([N+:21]([O-:23])=[O:22])=[CH:17][C:16]=1[CH:24]([CH3:26])[CH3:25]>CS(C)=O.O>[CH:24]([C:16]1[CH:17]=[C:18]([N+:21]([O-:23])=[O:22])[CH:19]=[CH:20][C:15]=1[N:1]1[CH2:6][CH2:5][CH2:4][NH:3][C:2]1=[O:7])([CH3:26])[CH3:25] |f:1.2|. Reported procedure: 347 mg (3.47 mmol) of tetrahydropyrimidinone in 21 ml of DMSO are admixed at RT with 584 mg (5.21 mmol) of potassium tert-butoxide, and the mixture is stirred at RT for 45 min. 700 mg (3.82 mmol) of 1-fluoro-2-isopropyl-4-nitrobenzene are added and the mixture is stirred at 60° C. After 18 h, it is cooled and diluted with 250 ml of water. It is extracted three times with ethyl acetate and the combined organic phases are dried over sodium sulfate. After filtration, the solvents are removed under ...